Dataset: the Open Reaction Database (ORD), a public repository of structured organic reaction records. Task: describe an organic reaction: reactants, conditions, products, and yield Reactants: O=C([O-])[O-], CCCOCCCl, [I-], [K+], [K+], [K+], O=C(Nc1ccc2c(c1)NCCC2)c1ccc(-c2ccccc2)cc1, CN(C)C=O. The product is CCCOCCN1CCCc2ccc(NC(=O)c3ccc(-c4ccccc4)cc3)cc21. RXN SMILES: [C:26](=[O:27])([O-:28])[O-:29].[Cl:34][CH2:35][CH2:36][O:37][CH2:38][CH2:39][CH3:40].[I-:33].[K+:30].[K+:31].[K+:32].[NH:1]1[CH2:2][CH2:3][CH2:4][c:5]2[cH:6][cH:7][c:8]([NH:11][C:12](=[O:13])[c:14]3[cH:15][cH:16][c:17](-[c:20]4[cH:21][cH:22][cH:23][cH:24][cH:25]4)[cH:18][cH:19]3)[cH:9][c:10]21.[O:41]=[CH:42][N:43]([CH3:44])[CH3:45]>>[N:1]1([CH2:35][CH2:36][O:37][CH2:38][CH2:39][CH3:40])[CH2:2][CH2:3][CH2:4][c:5]2[cH:6][cH:7][c:8]([NH:11][C:12](=[O:13])[c:14]3[cH:15][cH:16][c:17](-[c:20]4[cH:21][cH:22][cH:23][cH:24][cH:25]4)[cH:18][cH:19]3)[cH:9][c:10]21. Starting materials: [BH4-], CCO, CNc1cc(NC)cc(C(=O)CS(C)(=O)=O)c1, [Na+]. The product is CNc1cc(NC)cc(C(O)CS(C)(=O)=O)c1. RXN SMILES: [BH4-:1].[CH3:20][CH2:21][OH:22].[CH3:3][NH:4][c:5]1[cH:6][c:7]([C:13]([CH2:14][S:15](=[O:16])(=[O:17])[CH3:18])=[O:19])[cH:8][c:9]([NH:11][CH3:12])[cH:10]1.[Na+:2]>>[CH3:3][NH:4][c:5]1[cH:6][c:7]([CH:13]([CH2:14][S:15](=[O:16])(=[O:17])[CH3:18])[OH:19])[cH:8][c:9]([NH:11][CH3:12])[cH:10]1. The reactants are C(C)(=O)O (acetic acid), C(=O)(N1C=NC=C1)N1C=NC=C1 (1,1'-carbonyldiimidazole), ClC1=C2C3=CC(CCC3(CC2=CC(=C1Cl)OCC(=O)O)CCO)=O ({[5,6-Dichloro-9a-(2-hydroxyethyl)-3-oxo-2,3,9,9a-tetrahydro-1H-fluoren-7-yl]oxy}acetic acid). Run in O1CCCC1 (tetrahydrofuran). Reaction conditions: time 30 minute. Yields the product C(C)(=O)OCCC12CC3=CC(=C(C(=C3C2=CC(CC1)=O)Cl)Cl)OCC(=O)O ({[9a-(2-Acetoxyethyl)-5,6-dichloro-3-oxo-2,3,9,9a-tetrahydro-1H-fluoren-7-yl]oxy}acetic acid). As a reaction SMILES: [C:1]([OH:4])(=[O:3])[CH3:2].C(N1C=CN=C1)(N1C=CN=C1)=O.[Cl:17][C:18]1[C:30]([Cl:31])=[C:29]([O:32][CH2:33][C:34]([OH:36])=[O:35])[CH:28]=[C:27]2[C:19]=1[C:20]1[C:25]([CH2:37][CH2:38]O)([CH2:26]2)[CH2:24][CH2:23][C:22](=[O:40])[CH:21]=1>O1CCCC1>[C:1]([O:4][CH2:38][CH2:37][C:25]12[CH2:24][CH2:23][C:22](=[O:40])[CH:21]=[C:20]1[C:19]1[C:27](=[CH:28][C:29]([O:32][CH2:33][C:34]([OH:36])=[O:35])=[C:30]([Cl:31])[C:18]=1[Cl:17])[CH2:26]2)(=[O:3])[CH3:2]. Procedure details: A solution of dry tetrahydrofuran (50 ml) containing acetic acid (6.6 mg, 11 mMole) is treated with 1,1'-carbonyldiimidazole (178 mg; 11 mMole) and the mixture stirred under anhydrous conditions for 30 minutes. {[5,6-Dichloro-9a-(2-hydroxyethyl)-3-oxo-2,3,9,9a-tetrahydro-1H-fluoren-7-yl]oxy}acetic acid (3.71 g, 10 mMole) is added and the mixture stirred for 16 hours. The solvent is removed by evaporation at reduced pressure. The residue is dissolved in methylene chloride, treated with 11 mM of H... Product: CC1(OCC(O1)CNC1=CC=2C=3N(CCOC2C=N1)C=C(N3)C3=NC=NN3C(C)C)C (N-((2,2-dimethyl-1,3-dioxolan-4-yl)methyl)-2-(1-isopropyl-1H-1,2,4-triazol-5-yl)-5,6-dihydroimidazo[1,2-d]pyrido[4,3-f][1,4]oxazepin-10-amine). Reaction SMILES: Cl[C:2]1[N:12]=[CH:11][C:10]2[O:9][CH2:8][CH2:7][N:6]3[CH:13]=[C:14]([C:16]4[N:20]([CH:21]([CH3:23])[CH3:22])[N:19]=[CH:18][N:17]=4)[N:15]=[C:5]3[C:4]=2[CH:3]=1.[CH3:24][C:25]1([CH3:32])[O:29][CH:28]([CH2:30][NH2:31])[CH2:27][O:26]1.CC(C1C=C(C(C)C)C(C2C=CC=CC=2P(C2CCCCC2)C2CCCCC2)=C(C(C)C)C=1)C.CC(C)([O-])C.[Na+].O1CCOCC1>C([O-])(=O)C.[Pd+2].C([O-])(=O)C>[CH3:24][C:25]1([CH3:32])[O:29][CH:28]([CH2:30][NH:31][C:2]2[N:12]=[CH:11][C:10]3[O:9][CH2:8][CH2:7][N:6]4[CH:13]=[C:14]([C:16]5[N:20]([CH:21]([CH3:23])[CH3:22])[N:19]=[CH:18][N:17]=5)[N:15]=[C:5]4[C:4]=3[CH:3]=2)[CH2:27][O:26]1 |f:3.4,6.7.8|. Procedure details: A solution of 10-chloro-2-(1-isopropyl-1H-1,2,4-triazol-5-yl)-5,6-dihydroimidazo[1,2-d]pyrido[4,3-f][1,4]oxazepine (90.0 mg, 0.272 mmol), (2,2-dimethyl-1,3-dioxolan-4-yl)methanamine (0.0353 mL, 0.272 mmol), Palladium Acetate (6.11 mg, 0.0272 mmol), XPhos (13.0 mg, 0.0272 mmol), and Sodium-tert-butoxide (52.3 mg, 0.544 mmol) in 1,4-Dioxane (1.50 mL, 19.2 mmol) was heated in microwave at 115° C. for 20 min. The reaction was filtered thru celite then rinsed with EtOAc. The filtrate was washed water... The reagents and catalysts are C(C)(=O)[O-].[Pd+2].C(C)(=O)[O-] (Palladium Acetate). Reactants: ClC1=CC=2C=3N(CCOC2C=N1)C=C(N3)C3=NC=NN3C(C)C (10-chloro-2-(1-isopropyl-1H-1,2,4-triazol-5-yl)-5,6-dihydroimidazo[1,2-d]pyrido[4,3-f][1,4]oxazepine), CC1(OCC(O1)CN)C ((2,2-dimethyl-1,3-dioxolan-4-yl)methanamine), CC(C)C1=CC(=C(C(=C1)C(C)C)C2=C(C=CC=C2)P(C3CCCCC3)C4CCCCC4)C(C)C (XPhos), CC(C)([O-])C.[Na+] (Sodium-tert-butoxide), O1CCOCC1 (1,4-Dioxane). The reactants are N1(CCC1)CCN1C(=NC(=C1)C=1C=NC=C(C1)C(F)(F)F)C1CCN(CC1)C1=C(C(=NC=N1)N)CC (6-(4-(1-(2-(azetidin-1-yl)ethyl)-4-(5-(trifluoromethyl)pyridin-3-yl)-1H-imidazol-2-yl)piperidin-1-yl)-5-ethylpyrimidin-4-amine), N1(CCC1)CCN1C(=NC(=C1)C1=CC(=C(C=C1)F)OC)C1CCNCC1 (4-(1-(2-(azetidin-1-yl)ethyl)-4-(4-fluoro-3-methoxyphenyl)-1H-imidazol-2-yl)piperidine). Yields the product N1(CCC1)CCN1C(=NC(=C1)C1=CC(=C(C=C1)F)OC)C1CCN(CC1)C1=C(C(=NC=N1)N)CC (6-(4-(1-(2-(azetidin-1-yl)ethyl)-4-(4-fluoro-3-methoxyphenyl)-1H-imidazol-2-yl)piperidin-1-yl)-5-ethylpyrimidin-4-amine). As a reaction SMILES: [N:1]1([CH2:5][CH2:6][N:7]2[CH:11]=[C:10]([C:12]3[CH:13]=NC=[C:16]([C:18](F)(F)[F:19])[CH:17]=3)[N:9]=[C:8]2[CH:22]2[CH2:27][CH2:26][N:25]([C:28]3[N:33]=[CH:32][N:31]=[C:30]([NH2:34])[C:29]=3[CH2:35][CH3:36])[CH2:24][CH2:23]2)[CH2:4][CH2:3][CH2:2]1.N1(CCN2C=C(C3C=CC(F)=[C:50]([O:55][CH3:56])C=3)N=C2C2CCNCC2)CCC1>>[N:1]1([CH2:5][CH2:6][N:7]2[CH:11]=[C:10]([C:12]3[CH:17]=[CH:16][C:18]([F:19])=[C:50]([O:55][CH3:56])[CH:13]=3)[N:9]=[C:8]2[CH:22]2[CH2:27][CH2:26][N:25]([C:28]3[N:33]=[CH:32][N:31]=[C:30]([NH2:34])[C:29]=3[CH2:35][CH3:36])[CH2:24][CH2:23]2)[CH2:4][CH2:3][CH2:2]1. Procedure details: The title compound was prepared in an analogous manner as 6-(4-(1-(2-(azetidin-1-yl)ethyl)-4-(5-(trifluoromethyl)pyridin-3-yl)-1H-imidazol-2-yl)piperidin-1-yl)-5-ethylpyrimidin-4-amine of using 4-(1-(2-(azetidin-1-yl)ethyl)-4-(4-fluoro-3-methoxyphenyl)-1H-imidazol-2-yl)piperidine instead of 3-(1-(2-(azetidin-1-yl)ethyl)-2-(piperidin-4-yl)-1H-imidazol-4-yl)-5-(trifluoromethyl)pyridine hydrochloride salt. LC-MS: (M+1=480, obsd.=480). Reactants: [Si](C)(C)(C(C)(C)C)O[C@H](CCl)[C@H](CCl)NC(=O)OC(C)(C)C (2(S)-t-butyldimetylsilyloxy-3(R)-(t-butyloxycarbonyl)amino-1,4-dichlorobutane), [H-].[Na+] (NaH), ice, [Cl-].[NH4+] (ammonium chloride). Solvent: C1CCOC1 (THF). Run at time 5 hour. Yields the product C(C)(C)(C)OC(=O)N1[C@H](C1)[C@@H](CCl)O[Si](C)(C)C(C)(C)C (N-t-butyloxycarbonyl-2(R)-(1(S)-t-butyldimetylsilyloxy-2-chloroethyl)aziridine). Isolated yield 100.3%. RXN SMILES: [Si:1]([O:8][C@@H:9]([C@@H:12]([NH:15][C:16]([O:18][C:19]([CH3:22])([CH3:21])[CH3:20])=[O:17])[CH2:13]Cl)[CH2:10][Cl:11])([C:4]([CH3:7])([CH3:6])[CH3:5])([CH3:3])[CH3:2].[H-].[Na+].[Cl-].[NH4+]>C1COCC1>[C:19]([O:18][C:16]([N:15]1[CH2:13][C@@H:12]1[C@H:9]([O:8][Si:1]([C:4]([CH3:7])([CH3:6])[CH3:5])([CH3:3])[CH3:2])[CH2:10][Cl:11])=[O:17])([CH3:22])([CH3:21])[CH3:20] |f:1.2,3.4|. Procedure: To a magnetically stirred solution of 2(S)-t-butyldimetylsilyloxy-3(R)-(t-butyloxycarbonyl)amino-1,4-dichlorobutane (375.4 mg, 1.008 mmol) in THF (10 mL) was added NaH slowly at 0° C. under N2. After 5 h, the reaction mixture was slowly added to sat aq ammonium chloride solution (40 mL) and ice (20 g). The resulting solution was extracted with EtOAc (60 mL 4). The combined organic layers were washed with brine (50 mL), dried over anhydrous magnesium sulfate, filtered, concentrated and column chr...